This data is from the Open Reaction Database (ORD), a public repository of structured organic reaction records. The task is: describe an organic reaction: reactants, conditions, products, and yield Reactants: BrC=1C=C2C(C(C(OC2=CC1)(C)C)(CO)CO)=O (6-bromo-3,3-bis(hydroxymethyl)-2,2-dimethyl-2,3-dihydro-4H-chromen-4-one), C1(=CC=CC=C1)P(C1=CC=CC=C1)C1=CC=CC=C1 (triphenylphosphine), N(=NC(=O)OC(C)C)C(=O)OC(C)C (diisopropyl azodicarboxylate). Reagents/catalysts: CN(C([S-])=S)C.CN(C([S-])=S)C.[Zn+2] (zinc bis(dimethyldithiocarbamate)). Solvent: C1CCOC1 (THF), C1(=CC=CC=C1)C (toluene). Run at time 8 hour. Yields the product BrC=1C=C2C(C3(COC3)C(OC2=CC1)(C)C)=O (6-bromo-2,2-dimethyl-4H-spiro[chromene-3,3′-oxetan]-4-one). Yield: 34.9%. RXN SMILES: [Br:1][C:2]1[CH:3]=[C:4]2[C:9](=[CH:10][CH:11]=1)[O:8][C:7]([CH3:13])([CH3:12])[C:6]([CH2:16][OH:17])([CH2:14]O)[C:5]2=[O:18].C1(P(C2C=CC=CC=2)C2C=CC=CC=2)C=CC=CC=1.N(C(OC(C)C)=O)=NC(OC(C)C)=O>C1COCC1.C1(C)C=CC=CC=1.CN(C)C(=S)[S-].CN(C)C(=S)[S-].[Zn+2]>[Br:1][C:2]1[CH:3]=[C:4]2[C:9](=[CH:10][CH:11]=1)[O:8][C:7]([CH3:13])([CH3:12])[C:6]1([CH2:16][O:17][CH2:14]1)[C:5]2=[O:18] |f:5.6.7|. Reported procedure: To a mixture of 6-bromo-3,3-bis(hydroxymethyl)-2,2-dimethyl-2,3-dihydro-4H-chromen-4-one (6.76 g, 21.4 mmol), zinc bis(dimethyldithiocarbamate) (26.2 g, 85.8 mmol) and triphenylphosphine (8.44 g, 32.2 mmol) in THF (0.20 L) was added diisopropyl azodicarboxylate (1.9 M solution in toluene, 16.9 mL, 32.2 mmol) in an ice-water bath. The mixture was stirred overnight at ambient temperature. The mixture was diluted with toluene (0.20 L), and the mixture was filtered off. The filtrate was washed with ... Reactants: FC1=CC=C(C=C1)C1(OC1)C(C)N1N=CN=C1 (2-(4-fluorophenyl)-2-[1-(1H-1,2,4-triazol-1-yl)ethyl]oxirane), N1N=CN=C1 (1,2,4-triazole), C([O-])([O-])=O.[K+].[K+] (potassium carbonate). Run in CN(C=O)C (dimethylformamide). Run at time 3 hour. Yields the product N1(N=CN=C1)CC(C(C)N1N=CN=C1)(O)C1=CC=C(C=C1)F (1,3-Bis(1H-1,2,4-triazol-1-yl)-2-(4-fluorophenyl)-butan-2-ol). Isolated yield 49.1%. As a reaction SMILES: [F:1][C:2]1[CH:7]=[CH:6][C:5]([C:8]2([CH:11]([N:13]3[CH:17]=[N:16][CH:15]=[N:14]3)[CH3:12])[CH2:10][O:9]2)=[CH:4][CH:3]=1.[NH:18]1[CH:22]=[N:21][CH:20]=[N:19]1.C(=O)([O-])[O-].[K+].[K+]>CN(C)C=O>[N:18]1([CH2:10][C:8]([C:5]2[CH:6]=[CH:7][C:2]([F:1])=[CH:3][CH:4]=2)([OH:9])[CH:11]([N:13]2[CH:17]=[N:16][CH:15]=[N:14]2)[CH3:12])[CH:22]=[N:21][CH:20]=[N:19]1 |f:2.3.4|. Reported procedure: To a solution of 2-(4-fluorophenyl)-2-[1-(1H-1,2,4-triazol-1-yl)ethyl]oxirane (0.5 g, 2.1 mMole) in dimethylformamide (30 ml) was added 1,2,4-triazole (0.29 g, 4.2 mMole) and anhydrous potassium carbonate (0.29 g, 2.1 mMole). Heating, with stirring, was carried out for three hours at 85°. The solvent was evaporated, water (65 ml) was added, and the mixture was then extracted with methylene chloride (3×20 ml). The combined organic extracts were washed with water (3×10 ml), dried over anhydrous ma...